Dataset: the Open Reaction Database (ORD), a public repository of structured organic reaction records. Task: describe an organic reaction: reactants, conditions, products, and yield Starting materials: ClC1=C(C=C2C=C(N(C2=C1)CC#N)C(=O)OCC)C (Ethyl 6chloro-1-(cyanomethyl)-5-methylindole-2-carboxylate), [H-].[Al+3].[Li+].[H-].[H-].[H-] (lithium aluminium hydride), [Na].[K] (potassium sodium), solution, C(C)(=O)OCC (ethyl acetate), [H-].[Al+3].[Li+].[H-].[H-].[H-] (lithium aluminium hydride). The solvent is CCOCC (ether). Run at time 70 hour. Product: ClC=1C(=CC=2C=C3N(C2C1)CCNC3)C (7-Chloro-8-methyl-1,2,3,4-tetrahydropyrazino[1,2-a]indole). The yield is 19.0%. As a reaction SMILES: [Cl:1][C:2]1[CH:10]=[C:9]2[C:5]([CH:6]=[C:7]([C:14](OCC)=O)[N:8]2[CH2:11][C:12]#[N:13])=[CH:4][C:3]=1[CH3:19].[H-].[Al+3].[Li+].[H-].[H-].[H-].[Na].[K].C(OCC)(=O)C>CCOCC>[Cl:1][C:2]1[C:3]([CH3:19])=[CH:4][C:5]2[CH:6]=[C:7]3[CH2:14][NH:13][CH2:12][CH2:11][N:8]3[C:9]=2[CH:10]=1 |f:1.2.3.4.5.6,7.8,^1:25,26|. Procedure: Ethyl 6chloro-1-(cyanomethyl)-5-methylindole-2-carboxylate (1.75 g, 6.3 mmol) was added portionwise over 2 min to a stirred solution of lithium aluminium hydride (0.61 g, 16 mmol) in ether (50 mL) at room temperature under Ar. The reaction was then heated to reflux and stirred for 70 h. The mixture was cooled to room temperature, a further portion of lithium aluminium hydride (0.61 g) was added and the reaction was heated to reflux and stirred for 18 h. The mixture was allowed to cool and then p... The reactants are CC1=CC=C(C=C1)N1CCN(CC1)C(=O)OC[C@H]1CN(CCC1)C ([(3R)-1-methylpiperidin-3-yl]methyl 4-(4-methylphenyl)piperazine-1-carboxylate), CN1CCOCC1 (NMM), ClC(=O)OC1=C(C=CC=C1)[N+](=O)[O-] (nitrophenyl chloroformate), Cl.Cl.CC1=CC=C(C=C1)N1CCNCC1 (4-(4-methylphenyl)piperazine dihydrochloride), CCN(C(C)C)C(C)C (DIPEA). The solvent is C(Cl)Cl (DCM), CN(C)C=O (DMF). Conditions: temperature 0 celsius, time 2 hour. Product: CC1=CC=C(C=C1)N1CCN(CC1)C(=O)OC[C@@H]1CN(CCC1)C ([(3S)-1-methylpiperidin-3-yl]methyl 4-(4-methylphenyl)piperazine-1-carboxylate). Yield: 13.6%. As a reaction SMILES: [CH3:1][C:2]1[CH:7]=[CH:6][C:5]([N:8]2[CH2:13][CH2:12][N:11]([C:14]([O:16][CH2:17][C@@H:18]3[CH2:23][CH2:22][CH2:21][N:20]([CH3:24])[CH2:19]3)=[O:15])[CH2:10][CH2:9]2)=[CH:4][CH:3]=1.CN1CCOCC1.ClC(OC1C=CC=CC=1[N+]([O-])=O)=O.Cl.Cl.CC1C=CC(N2CCNCC2)=CC=1.CCN(C(C)C)C(C)C>C(Cl)Cl.CN(C=O)C>[CH3:1][C:2]1[CH:7]=[CH:6][C:5]([N:8]2[CH2:13][CH2:12][N:11]([C:14]([O:16][CH2:17][C@H:18]3[CH2:23][CH2:22][CH2:21][N:20]([CH3:24])[CH2:19]3)=[O:15])[CH2:10][CH2:9]2)=[CH:4][CH:3]=1 |f:3.4.5|. Reported procedure: (S)-(1-Methylpiperidin-3-yl)methanol (1.50 g, 11.6 mmol; prepared according to Example 1 but starting from (S)-tert-butyl 3-(hydroxymethyl)piperidine-1-carboxylate) was dissolved in DCM (20 mL) and cooled to 0° C. NMM (1.30 mL, 12.2 mmol) and nitrophenyl chloroformate (2.46 g, 12.2 mmol) were added. The reaction mixture was stirred at 0° C. for 2 hours and then a solution of 4-(4-methylphenyl)piperazine dihydrochloride (1.88 g, 7.5 mmol) and DIPEA (3.70 mL, 22.1 mmol) in DMF (40 mL) was added. T... The reactants are [Al+3], C1CCOC1, O=C=NCC1CCOc2cc(S(=O)(=O)c3cccc(F)c3)ccc21, [H-], [H-], [H-], [H-], [Li+]. The product is CNCC1CCOc2cc(S(=O)(=O)c3cccc(F)c3)ccc21. RXN SMILES: [Al+3:26].[CH2:31]1[O:32][CH2:33][CH2:34][CH2:35]1.[F:1][c:2]1[cH:3][c:4]([S:8](=[O:9])(=[O:10])[c:11]2[cH:12][cH:13][c:14]3[c:19]([cH:20]2)[O:18][CH2:17][CH2:16][CH:15]3[CH2:21][N:22]=[C:23]=[O:24])[cH:5][cH:6][cH:7]1.[H-:25].[H-:28].[H-:29].[H-:30].[Li+:27]>>[F:1][c:2]1[cH:3][c:4]([S:8](=[O:9])(=[O:10])[c:11]2[cH:12][cH:13][c:14]3[c:19]([cH:20]2)[O:18][CH2:17][CH2:16][CH:15]3[CH2:21][NH:22][CH3:23])[cH:5][cH:6][cH:7]1.